This data is from the Open Reaction Database (ORD), a public repository of structured organic reaction records. The task is: describe an organic reaction: reactants, conditions, products, and yield Reactants: C1COCCO1, N#Cc1ccccc1-c1ccc(CO)cn1, O=S(Cl)Cl. Yields the product N#Cc1ccccc1-c1ccc(CCl)cn1. RXN SMILES: [O:21]1[CH2:22][CH2:23][O:24][CH2:25][CH2:26]1.[OH:1][CH2:2][c:3]1[cH:4][cH:5][c:6](-[c:9]2[c:10]([C:11]#[N:12])[cH:13][cH:14][cH:15][cH:16]2)[n:7][cH:8]1.[S:17]([Cl:18])([Cl:19])=[O:20]>>[CH2:2]([c:3]1[cH:4][cH:5][c:6](-[c:9]2[c:10]([C:11]#[N:12])[cH:13][cH:14][cH:15][cH:16]2)[n:7][cH:8]1)[Cl:19]. Reactants: OC(C[C@]1(NC(N(CCC1)[C@@H](C)C1=CC=C(C=C1)B1OC(C(O1)(C)C)(C)C)=O)C1=CC=CC=C1)(C)C ((S)-4-(2-hydroxy-2-methylpropyl)-4-phenyl-1-((S)-1-(4-(4,4,5,5-tetramethyl-1,3,2-dioxaborolan-2-yl)phenyl)ethyl)-1,3-diazepan-2-one), BrC=1C=CC(N(C1)C1CC1)=O (5-bromo-1-cyclopropylpyridin-2(1H)-one). The product is C1(CC1)N1C=C(C=CC1=O)C1=CC=C(C=C1)[C@H](C)N1C(N[C@](CCC1)(C1=CC=CC=C1)CC(C)(C)O)=O ((S)-1-((S)-1-(4-(1-cyclopropyl-6-oxo-1,6-dihydropyridin-3-yl)phenyl)ethyl)-4-(2-hydroxy-2-methylpropyl)-4-phenyl-1,3-diazepan-2-one). RXN SMILES: [OH:1][C:2]([CH3:36])([CH3:35])[CH2:3][C@:4]1([C:29]2[CH:34]=[CH:33][CH:32]=[CH:31][CH:30]=2)[CH2:10][CH2:9][CH2:8][N:7]([C@H:11]([C:13]2[CH:18]=[CH:17][C:16](B3OC(C)(C)C(C)(C)O3)=[CH:15][CH:14]=2)[CH3:12])[C:6](=[O:28])[NH:5]1.Br[C:38]1[CH:39]=[CH:40][C:41](=[O:47])[N:42]([CH:44]2[CH2:46][CH2:45]2)[CH:43]=1>>[CH:44]1([N:42]2[C:41](=[O:47])[CH:40]=[CH:39][C:38]([C:16]3[CH:15]=[CH:14][C:13]([C@@H:11]([N:7]4[CH2:8][CH2:9][CH2:10][C@:4]([CH2:3][C:2]([OH:1])([CH3:35])[CH3:36])([C:29]5[CH:34]=[CH:33][CH:32]=[CH:31][CH:30]=5)[NH:5][C:6]4=[O:28])[CH3:12])=[CH:18][CH:17]=3)=[CH:43]2)[CH2:46][CH2:45]1. Procedure details: The title compound was prepared from (S)-4-(2-hydroxy-2-methylpropyl)-4-phenyl-1-((S)-1-(4-(4,4,5,5-tetramethyl-1,3,2-dioxaborolan-2-yl)phenyl)ethyl)-1,3-diazepan-2-one and 5-bromo-1-cyclopropylpyridin-2(1H)-one following a procedure analogous to that described in Example 11 Step 2. LC-MS Method 1 tR=1.66 min; m/z=500 (M+1). 1H NMR (CD3OD) δ 7.78 (s, 1H), 7.56 (d, 3H), 7.37 (m, 5H), 7.27 (t, 1H), 7.17 (d, 2H), 6.61 (d, 1H), 5.46 (q, 1H), 3.37 (m, 1H), 2.92 (m, 1H), 2.74 (dt, 1H), 2.39 (d, 1H), 1... Reactants: BrC=1C=NC=C(C1)CSC (3-Bromo-5-methylsulfanylmethyl-pyridine), ClC=1C=C(C(=O)OO)C=CC1 (Meta-chloroperoxybenzoic acid). Run in C(Cl)(Cl)Cl (chloroform). Run at temperature 0 celsius, time 1 hour. Yields the product BrC=1C=NC=C(C1)CS(=O)C (3-bromo-5-methanesulfinylmethyl-pyridine). Yield: 53.4%. As a reaction SMILES: [Br:1][C:2]1[CH:3]=[N:4][CH:5]=[C:6]([CH2:8][S:9][CH3:10])[CH:7]=1.ClC1C=C(C=CC=1)C(OO)=[O:16]>C(Cl)(Cl)Cl>[Br:1][C:2]1[CH:3]=[N:4][CH:5]=[C:6]([CH2:8][S:9]([CH3:10])=[O:16])[CH:7]=1. Procedure: 3-Bromo-5-methylsulfanylmethyl-pyridine (6.0 g, 28 mmol) is dissolved in chloroform (200 mL) and the solution is cooled to 0° C. Meta-chloroperoxybenzoic acid (7.2 g, 30 mmol, 72%) is added slowly at 0° C. and the reaction mixture is stirred at 0° C. for 1 hr. Then the solvent is removed and the residue is purified by flash column chromatography to give 3.5 g of 3-bromo-5-methanesulfinylmethyl-pyridine.